From a dataset of the Open Reaction Database (ORD), a public repository of structured organic reaction records. describe an organic reaction: reactants, conditions, products, and yield Product: CC(=O)NC1Cc2ccccc2C1. As a reaction SMILES: [C:12](=[O:13])([O-:14])[O-:15].[CH3:19][C:20]([Cl:21])=[O:22].[CH3:23][CH2:24][O:25][C:26](=[O:27])[CH3:28].[ClH:1].[K+:16].[K+:17].[NH2:2][CH:3]1[CH2:4][c:5]2[cH:6][cH:7][cH:8][cH:9][c:10]2[CH2:11]1.[OH2:18]>>[NH:2]([CH:3]1[CH2:4][c:5]2[cH:6][cH:7][cH:8][cH:9][c:10]2[CH2:11]1)[C:20]([CH3:19])=[O:22]. Reactants: O=C([O-])[O-], CC(=O)Cl, CCOC(C)=O, Cl, [K+], [K+], NC1Cc2ccccc2C1, O. Reactants: CCCCC1CC(CN(C=O)OCc2ccccc2)(C(=O)O)C1, CCN=C=NCCCN(C)C, Cl, NNc1nccc(C(F)(F)F)n1, CN(C)C=O, On1nnc2cccnc21. Product: CCCCC1CC(CN(C=O)OCc2ccccc2)(C(=O)NNc2nccc(C(F)(F)F)n2)C1. Reaction SMILES: [CH2:1]([c:2]1[cH:3][cH:4][cH:5][cH:6][cH:7]1)[O:8][N:9]([CH:10]=[O:11])[CH2:12][C:13]1([C:21](=[O:22])[OH:23])[CH2:14][CH:15]([CH2:17][CH2:18][CH2:19][CH3:20])[CH2:16]1.[CH3:47][N:48]([CH3:49])[CH2:50][CH2:51][CH2:52][N:53]=[C:54]=[N:55][CH2:56][CH3:57].[ClH:46].[NH:24]([NH2:25])[c:26]1[n:27][cH:28][cH:29][c:30]([C:32]([F:33])([F:34])[F:35])[n:31]1.[O:58]=[CH:59][N:60]([CH3:61])[CH3:62].[OH:36][n:37]1[c:38]2[n:39][cH:40][cH:41][cH:42][c:43]2[n:44][n:45]1>>[CH2:1]([c:2]1[cH:3][cH:4][cH:5][cH:6][cH:7]1)[O:8][N:9]([CH:10]=[O:11])[CH2:12][C:13]1([C:21](=[O:23])[NH:25][NH:24][c:26]2[n:27][cH:28][cH:29][c:30]([C:32]([F:33])([F:34])[F:35])[n:31]2)[CH2:14][CH:15]([CH2:17][CH2:18][CH2:19][CH3:20])[CH2:16]1. Starting materials: OCCCCCCCCCCO, CC(=O)O, O, O=S(=O)(O)O. The product is OCCCCCCCCCCO, CC(=O)O. Reaction SMILES: [CH2:1]([CH2:2][CH2:3][CH2:4][CH2:5][CH2:6][CH2:7][CH2:8][CH2:9][CH2:10][OH:11])[OH:12].[CH3:13][C:14]([OH:15])=[O:16].[OH2:17].[S:18](=[O:19])(=[O:20])([OH:21])[OH:22]>>[CH2:1]([CH2:2][CH2:3][CH2:4][CH2:5][CH2:6][CH2:7][CH2:8][CH2:9][CH2:10][OH:11])[OH:12].[CH3:13][C:14](=[O:15])[OH:16]. Starting materials: [Li]CCCC, C1CCOC1, CN(C)CCN(C)C, CCCCCC, CCOC(C)=O, [Cl-], CC(C)(C)OC(=O)Nc1cccnc1Cl, [NH4+], CN(C)C=O. The product is CC(C)(C)OC(=O)Nc1c(C=O)ccnc1Cl. As a reaction SMILES: [CH2:24]([Li:25])[CH2:26][CH2:27][CH3:28].[CH2:31]1[CH2:33][CH2:32][CH2:34][O:35]1.[CH3:16][N:17]([CH3:18])[CH2:19][CH2:20][N:21]([CH3:22])[CH3:23].[CH3:36][CH2:37][CH2:38][CH2:39][CH2:40][CH3:41].[CH3:42][CH2:43][O:44][C:45]([CH3:46])=[O:47].[Cl-:29].[Cl:1][c:2]1[n:3][cH:4][cH:5][cH:6][c:7]1[NH:8][C:9]([O:10][C:11]([CH3:12])([CH3:13])[CH3:14])=[O:15].[NH4+:30].[O:48]=[CH:49][N:50]([CH3:51])[CH3:52]>>[Cl:1][c:2]1[n:3][cH:4][cH:5][c:6]([CH:34]=[O:35])[c:7]1[NH:8][C:9]([O:10][C:11]([CH3:12])([CH3:13])[CH3:14])=[O:15]. Starting materials: Fc1cccc(Br)c1, O=C(O)c1ccc(F)cc1Br, [K+], O=[Mn](=O)(=O)[O-]. Product: O=C(O)c1ccc(Br)cc1Br. Reaction SMILES: [Br:12][c:13]1[cH:14][cH:15][cH:16][c:17]([F:18])[cH:19]1.[Br:1][c:2]1[c:3]([C:4](=[O:5])[OH:6])[cH:7][cH:8][c:9]([F:11])[cH:10]1.[K+:25].[Mn:20]([O-:21])(=[O:22])(=[O:23])=[O:24]>>[Br:1][c:2]1[c:3]([C:4](=[O:5])[OH:6])[cH:7][cH:8][c:9]([Br:12])[cH:10]1. Starting materials: Brc1ccccn1, [Li]CCCC, C[Sn](C)(C)Cl, CCCCCC, [Cl-], [NH4+], c1ccccc1. The product is C[Sn](C)(C)c1ccccn1. Reaction SMILES: [Br:1][c:2]1[cH:3][cH:4][cH:5][cH:6][n:7]1.[CH2:8]([Li:9])[CH2:10][CH2:11][CH3:12].[CH3:13][Sn:14]([CH3:15])([CH3:16])[Cl:17].[CH3:20][CH2:21][CH2:22][CH2:23][CH2:24][CH3:25].[Cl-:18].[NH4+:19].[cH:26]1[cH:27][cH:28][cH:29][cH:30][cH:31]1>>[c:2]1([Sn:14]([CH3:13])([CH3:15])[CH3:16])[cH:3][cH:4][cH:5][cH:6][n:7]1.